This data is from the Open Reaction Database (ORD), a public repository of structured organic reaction records. The task is: describe an organic reaction: reactants, conditions, products, and yield Starting materials: C(C=C)Br (allyl bromide), C1(=CC=C(C=C1)C1=CC=C(C=C1)O)O (4,4'-biphenol), [OH-].[K+] (potassium hydroxide), C(C=C)Br (allyl bromide). The solvent is C(C)O (ethanol). Yields the product C(C=C)OC1=CC=C(C=C1)C1=CC=C(C=C1)O (4-(4'-Allyloxyphenyl)phenol). Reaction SMILES: [C:1]1([OH:14])[CH:6]=[CH:5][C:4]([C:7]2[CH:12]=[CH:11][C:10]([OH:13])=[CH:9][CH:8]=2)=[CH:3][CH:2]=1.[OH-].[K+].[CH2:17](Br)[CH:18]=[CH2:19]>C(O)C>[CH2:19]([O:14][C:1]1[CH:2]=[CH:3][C:4]([C:7]2[CH:12]=[CH:11][C:10]([OH:13])=[CH:9][CH:8]=2)=[CH:5][CH:6]=1)[CH:18]=[CH2:17] |f:1.2|. Procedure details: In a 1 L, three-necked, round bottom flask 4,4'-biphenol (40 g, 215 mmol) and potassium hydroxide (24 g, 430 mmol) were dissolved in 600 mL of absolute ethanol. The solution was warmed and allyl bromide (26 g, 215 mmol) was added. The reaction mixture was heated to reflux overnight, after which additional allyl bromide (13 g, 157 mmol) was added. The reaction mixture was refluxed for an additional 24 hours. The reaction mixture was cooled to room temperature and the solids were filtered. The fil...